This data is from the Open Reaction Database (ORD), a public repository of structured organic reaction records. The task is: describe an organic reaction: reactants, conditions, products, and yield Reactants: C1=CC=C(C=C1)OC(=S)Cl (Phenyl chlorothionoformate), ON1C(CCC1=O)=O (N-hydroxysuccinimide), N1=CC=CC=C1 (pyridine), C(C1=CC=CC=C1)OC[C@@]1(C[C@H](O)[C@@H](CO[Si](C2=CC=CC=C2)(C2=CC=CC=C2)C(C)(C)C)O1)N1C(=O)NC(=O)C(C)=C1 (Benzyloxymethyl-5'-O-tert-butyldiphenylsilylthymidine). Solvent: C1(=CC=CC=C1)C (toluene). Reaction conditions: temperature 80 celsius, time 10 minute. Yields the product C(C1=CC=CC=C1)OC[C@@]1(C[C@H](OC(=S)OC2=CC=CC=C2)[C@@H](CO[Si](C2=CC=CC=C2)(C2=CC=CC=C2)C(C)(C)C)O1)N1C(=O)NC(=O)C(C)=C1 (Benzyloxymethyl-3'-O-(phenoxythiocarbonyl)-5'-O-tert-butyldiphenylsilylthymidine). Yield: 75.1%. Reaction SMILES: ON1C(=O)CCC1=O.N1C=CC=CC=1.[CH2:15]([O:22][CH2:23][C@@:24]1([N:49]2[CH:57]=[C:55]([CH3:56])[C:53](=[O:54])[NH:52][C:50]2=[O:51])[O:48][C@H:28]([CH2:29][O:30][Si:31]([C:44]([CH3:47])([CH3:46])[CH3:45])([C:38]2[CH:43]=[CH:42][CH:41]=[CH:40][CH:39]=2)[C:32]2[CH:37]=[CH:36][CH:35]=[CH:34][CH:33]=2)[C@@H:26]([OH:27])[CH2:25]1)[C:16]1[CH:21]=[CH:20][CH:19]=[CH:18][CH:17]=1.[CH:58]1[CH:63]=[CH:62][C:61]([O:64][C:65](Cl)=[S:66])=[CH:60][CH:59]=1>C1(C)C=CC=CC=1>[CH2:15]([O:22][CH2:23][C@@:24]1([N:49]2[CH:57]=[C:55]([CH3:56])[C:53](=[O:54])[NH:52][C:50]2=[O:51])[O:48][C@H:28]([CH2:29][O:30][Si:31]([C:44]([CH3:47])([CH3:46])[CH3:45])([C:32]2[CH:37]=[CH:36][CH:35]=[CH:34][CH:33]=2)[C:38]2[CH:39]=[CH:40][CH:41]=[CH:42][CH:43]=2)[C@@H:26]([O:27][C:65]([O:64][C:61]2[CH:62]=[CH:63][CH:58]=[CH:59][CH:60]=2)=[S:66])[CH2:25]1)[C:16]1[CH:21]=[CH:20][CH:19]=[CH:18][CH:17]=1. Procedure: N-hydroxysuccinimide (3.9 g, 34 mmol) and pyridine (24.3 mL, 300 mmol) were added to a solution of the alcohol 3 (90.0 g, 150 mmol) in 1 L of toluene. The mixture was warmed up to 80° C. and stirred for 10 min. Phenyl chlorothionoformate (30 g, 174 mmol) was added to the solution and the resultant reaction mixture was stirred at 80° C. for 8 h. The hot toluene solution was decanted from solids. The solids were rinsed with AcOEt (2×30 mL) and the combined toluene solution and AcOEt washes were co... Starting materials: ice water, ClC=1C=C2C(C(=COC2=CC1)I)=O (6-chloro-3-iodochromone), N1=CNC2=C1C=CC=C2 (benzimidazole), C([O-])([O-])=O.[K+].[K+] (potassium carbonate). Solvent: CN(C=O)C (dimethylformamide). The product is N1=C(NC2=C1C=CC=C2)C=2OC1=CC=C(C=C1C(C2)=O)Cl (2-benzimidazolyl-6-chlorochromone). Isolated yield 13.0%. RXN SMILES: [Cl:1][C:2]1[CH:3]=[C:4]2[C:9](=[CH:10][CH:11]=1)[O:8][CH:7]=[C:6](I)[C:5]2=[O:13].[N:14]1[C:18]2[CH:19]=[CH:20][CH:21]=[CH:22][C:17]=2[NH:16][CH:15]=1.C(=O)([O-])[O-].[K+].[K+]>CN(C)C=O>[N:14]1[C:18]2[CH:19]=[CH:20][CH:21]=[CH:22][C:17]=2[NH:16][C:15]=1[C:7]1[O:8][C:9]2[C:4]([C:5](=[O:13])[CH:6]=1)=[CH:3][C:2]([Cl:1])=[CH:11][CH:10]=2 |f:2.3.4|. Procedure details: A mixture of 6-chloro-3-iodochromone (153 mg) prepared in Example 28, benzimidazole (236 mg), potassium carbonate (1382 mg), and dimethylformamide (15 ml) was reacted at 80° C. for 2 hours with stirring. The reaction mixture was added to ice water and extracted from chloroform. The organic layer was dried over anhydrous sodium sulfate, and concentrated under reduced pressure. The residue was purifiedby the silica gel column chromatography, and recrystallized from benzene/hexane to give the title... Reaction SMILES: C[O:2][C:3]1[CH:8]=[CH:7][C:6]([C:9]2[CH:14]=[CH:13][C:12]([C:15]([OH:17])=[O:16])=[CH:11][CH:10]=2)=[CH:5][CH:4]=1.Br>C(O)(=O)C>[OH:2][C:3]1[CH:4]=[CH:5][C:6]([C:9]2[CH:14]=[CH:13][C:12]([C:15]([OH:17])=[O:16])=[CH:11][CH:10]=2)=[CH:7][CH:8]=1. Starting materials: COC1=CC=C(C=C1)C1=CC=C(C=C1)C(=O)O (4'-Methoxy-4-biphenylcarboxylic acid), Br (hydrobromic acid), ice water. Run in C(C)(=O)O (acetic acid). Reported procedure: A stirred mixture of compound 2 (27.00 g, 0.118 mol) and hydrobromic acid (48% w/v, 350 ml) in glacial acetic acid (600 ml) was heated under reflux for 6 h. The cooled solution was poured into an ice/water mixture (1 l) and the resulting white precipitate was filtered off and washed with water until acid-free. Recrystallisation from glacial acetic acid afforded white crystals which were dried over potassium hydroxide in vacuo. Product: OC1=CC=C(C=C1)C1=CC=C(C=C1)C(=O)O (4'-Hydroxy-4-biphenylcarboxylic acid). Starting materials: ClCCl, CN(C)C1(C#N)CN(C(c2ccccc2)c2ccccc2)C1, O=S(=O)(O)O. Yields the product CN(C)C1(C(N)=O)CN(C(c2ccccc2)c2ccccc2)C1. Reaction SMILES: [CH2:28]([Cl:29])[Cl:30].[CH:1]([c:2]1[cH:3][cH:4][cH:5][cH:6][cH:7]1)([c:8]1[cH:9][cH:10][cH:11][cH:12][cH:13]1)[N:14]1[CH2:15][C:16]([C:18]#[N:19])([N:20]([CH3:21])[CH3:22])[CH2:17]1.[S:23]([OH:24])(=[O:25])(=[O:26])[OH:27]>>[CH:1]([c:2]1[cH:3][cH:4][cH:5][cH:6][cH:7]1)([c:8]1[cH:9][cH:10][cH:11][cH:12][cH:13]1)[N:14]1[CH2:15][C:16]([C:18]([NH2:19])=[O:24])([N:20]([CH3:21])[CH3:22])[CH2:17]1. Reactants: ClC1=C(C(=CC=C1)C)NS(=O)(=O)C=1N=C2N(N1)C(=CS2)C (N-(2-chloro-6-methylphenyl)-6-methylthiazolo[3,2-b][1,2,4]triazole-2-sulphonamide), CC(C)([O-])C.[K+] (potassium t-butoxide), S(=O)(=O)(OC)OC (Dimethyl sulphate). The solvent is CN(C=O)C (dimethylformamide). Yields the product ClC1=C(C(=CC=C1)C)N(S(=O)(=O)C=1N=C2N(N1)C(=CS2)C)C (N-(2-chloro-6-methylphenyl)-N,6-dimethylthiazolo[3,2-b][1,2,4]triazole-2-sulphonamide). Yield: 60.8%. As a reaction SMILES: [Cl:1][C:2]1[CH:7]=[CH:6][CH:5]=[C:4]([CH3:8])[C:3]=1[NH:9][S:10]([C:13]1[N:14]=[C:15]2[S:20][CH:19]=[C:18]([CH3:21])[N:16]2[N:17]=1)(=[O:12])=[O:11].[CH3:22]C(C)([O-])C.[K+].S(OC)(OC)(=O)=O>CN(C)C=O>[Cl:1][C:2]1[CH:7]=[CH:6][CH:5]=[C:4]([CH3:8])[C:3]=1[N:9]([CH3:22])[S:10]([C:13]1[N:14]=[C:15]2[S:20][CH:19]=[C:18]([CH3:21])[N:16]2[N:17]=1)(=[O:11])=[O:12] |f:1.2|. Procedure details: To a solution of the product of Example 1 (3 g) in dimethylformamide (20 ml) was added potassium t-butoxide (1.1 g) with cooling and stirring. Dimethyl sulphate (0.92 ml) was added dropwise, and the reaction mixture was stirred overnight. Addition to ice/water/ether and filtration, followed by recrystallisation from ethyl acetate gave 1.9 g of the desired product, mp 178°-180° C. Reactants: O=C([O-])[O-], CN1CCCC1=O, CS(=O)(=O)c1cc(F)c(F)cc1Cl, [K+], [K+], O, CC(CO)Oc1cc(O)cc(C(=O)Nc2ccn(C)n2)c1. Product: CC(CO)Oc1cc(Oc2cc(Cl)c(S(C)(=O)=O)cc2F)cc(C(=O)Nc2ccn(C)n2)c1. RXN SMILES: [C:1](=[O:2])([O-:3])[O-:4].[CH3:42][N:43]1[CH2:44][CH2:45][CH2:46][C:47]1=[O:48].[Cl:28][c:29]1[c:30]([S:37](=[O:38])(=[O:39])[CH3:40])[cH:31][c:32]([F:36])[c:33]([F:35])[cH:34]1.[K+:5].[K+:6].[OH2:41].[OH:7][c:8]1[cH:9][c:10]([C:11](=[O:12])[NH:13][c:14]2[n:15][n:16]([CH3:19])[cH:17][cH:18]2)[cH:20][c:21]([O:23][CH:24]([CH2:25][OH:26])[CH3:27])[cH:22]1>>[O:7]([c:8]1[cH:9][c:10]([C:11](=[O:12])[NH:13][c:14]2[n:15][n:16]([CH3:19])[cH:17][cH:18]2)[cH:20][c:21]([O:23][CH:24]([CH2:25][OH:26])[CH3:27])[cH:22]1)[c:33]1[c:32]([F:36])[cH:31][c:30]([S:37](=[O:38])(=[O:39])[CH3:40])[c:29]([Cl:28])[cH:34]1. Starting materials: S(=O)(Cl)Cl (thionyl chloride), CO (methanol), N1=CNC2=C1C=CC(=C2)C(=O)O (5-benzimidazolecarboxylic acid). Yields the product Cl.N1=CNC2=C1C=CC(=C2)C(=O)OC (Methyl 5-benzimidazolecarboxylate hydrochloride). Isolated yield 97.0%. RXN SMILES: S(Cl)([Cl:3])=O.[N:5]1[C:9]2[CH:10]=[CH:11][C:12]([C:14]([OH:16])=[O:15])=[CH:13][C:8]=2[NH:7][CH:6]=1.[CH3:17]O>>[ClH:3].[N:5]1[C:9]2[CH:10]=[CH:11][C:12]([C:14]([O:16][CH3:17])=[O:15])=[CH:13][C:8]=2[NH:7][CH:6]=1 |f:3.4|. Procedure: Under ice cooling, thionyl chloride (2.30 ml) was added dropwise to methanol (50 ml). Then, 5-benzimidazolecarboxylic acid (5.00 g) was added, followed by heating under reflux for 5 hours. The reaction mixture was distilled under reduced pressure. The residue was pulverized in diethyl ether, followed by collection through filtration, whereby colorless crystals (6.36 g, 97%) was obtained.